From a dataset of the Open Reaction Database (ORD), a public repository of structured organic reaction records. describe an organic reaction: reactants, conditions, products, and yield Product: CC1=CC(=C(C=C1)N1CCCC2=CC=CC=C12)[N+](=O)[O-] (1-(4-methyl-2-nitrophenyl)-1,2,3,4-tetrahydroquinoline), NC1=C(C=CC(=C1)C)N1CCCC2=CC=CC=C12 (1-(2-amino-4-methylphenyl)-1,2,3,4-tetrahydroquinoline), 10-methyl-7-(4-methyl-1-piperazinyl)-2,3-dihydro-1H-quino-[1,8-ab][15]benzodiazepine. RXN SMILES: [NH:1]1[C:10]2[C:5](=[CH:6][CH:7]=[CH:8][CH:9]=2)[CH2:4][CH2:3][CH2:2]1.F[C:12]1[CH:17]=[CH:16][C:15]([CH3:18])=[CH:14][C:13]=1[N+:19]([O-:21])=[O:20].FC1C=CC2[N:27]3[CH2:44][CH2:43][C:42]4[C:28]3=[C:29]([CH:39]=[CH:40][CH:41]=4)[C:30](N3CCN(C)CC3)=NC=2C=1>>[CH3:18][C:15]1[CH:16]=[CH:17][C:12]([N:1]2[C:10]3[C:5](=[CH:6][CH:7]=[CH:8][CH:9]=3)[CH2:4][CH2:3][CH2:2]2)=[C:13]([N+:19]([O-:21])=[O:20])[CH:14]=1.[NH2:19][C:13]1[CH:14]=[C:15]([CH3:18])[CH:16]=[CH:17][C:12]=1[N:27]1[C:28]2[C:29](=[CH:39][CH:40]=[CH:41][CH:42]=2)[CH2:30][CH2:43][CH2:44]1. Procedure details: Starting with 1,2,3,4-tetrahydroquinoline and 2-fluoro-5-methylnitrobenzene and following the steps of 1a to 1f of Example 2, one may obtain, in sequence, 1-(4-methyl-2-nitrophenyl)-1,2,3,4-tetrahydroquinoline, 1-(2-amino-4-methylphenyl)-1,2,3,4-tetrahydroquinoline, N-[2-{1-(5-methylphenyl)-1,2,3,4 -tetrahydroquinolin-1-yl}]-4-methyl-1-piperazine carboxamide, and 10-methyl-7-(4-methyl-1-piperazinyl)-2,3-dihydro-1H-quino-[1,8-ab][15]benzodiazepine. The reactants are FC1=C(C=C(C=C1)C)[N+](=O)[O-] (2-fluoro-5-methylnitrobenzene), 1a, N1CCCC2=CC=CC=C12 (1,2,3,4-tetrahydroquinoline), FC1=CC2=C(N3C4=C(C(=N2)N2CCN(CC2)C)C=CC=C4CC3)C=C1 (9-flouro-6-(4-methyl-1-piperazinyl)-1,2-dihydrobenzo[b]pyrrolo[3,2,1-jk][1,4]benzodiazepine). Starting materials: C1(CCCC1)C=1C=C(C=NC1OCC(F)(F)F)C(=O)O (5-cyclopentyl-6-(2,2,2-trifluoro-ethoxy)-3-pyridinecarboxylic acid), ClC=1N=NC(=CC1)N(N)C (3-chloro-6-(1-methylhydrazinyl)-pyridazine). Yields the product ClC1=CC=C(N=N1)N(NC(=O)C=1C=NC(=C(C1)C1CCCC1)OCC(F)(F)F)C (N′-(6-chloropyridazin-3-yl)-5-cyclopentyl-N′-methyl-6-(2,2,2-trifluoroethoxy)-3-pyridinecarboxylic acid hydrazide). RXN SMILES: [CH:1]1([C:6]2[CH:7]=[C:8]([C:18]([OH:20])=O)[CH:9]=[N:10][C:11]=2[O:12][CH2:13][C:14]([F:17])([F:16])[F:15])[CH2:5][CH2:4][CH2:3][CH2:2]1.[Cl:21][C:22]1[N:23]=[N:24][C:25]([N:28]([CH3:30])[NH2:29])=[CH:26][CH:27]=1>>[Cl:21][C:22]1[N:23]=[N:24][C:25]([N:28]([CH3:30])[NH:29][C:18]([C:8]2[CH:9]=[N:10][C:11]([O:12][CH2:13][C:14]([F:15])([F:16])[F:17])=[C:6]([CH:1]3[CH2:2][CH2:3][CH2:4][CH2:5]3)[CH:7]=2)=[O:20])=[CH:26][CH:27]=1. Procedure: The title compound was synthesized in analogy to Example 1 using 5-cyclopentyl-6-(2,2,2-trifluoro-ethoxy)-3-pyridinecarboxylic acid (example 14c) and 3-chloro-6-(1-methylhydrazinyl)-pyridazine (CAN 76953-33-8) as starting materials; MS (EI) 430.4 (M+H)+. Reactants: FC(C(=O)O)(F)F (Trifluoroacetic acid), ClC=1C=CC(=C(C1)C1=NN(C=C1NC(=O)C1=NNC=2C=NC=NC21)C(C(=O)OC(C)(C)C)C)OC (tert-butyl 2-(3-(5-chloro-2-methoxyphenyl)-4-(pyrazolo pyrimidine-3-carboxamido)-1H-pyrazol-1-yl)propanoate). Solvent: ClCCl (dichloromethane). Conditions: time 2 hour. Yields the product ClC=1C=CC(=C(C1)C1=NN(C=C1NC(=O)C1=NNC=2C=NC=NC21)C(C(=O)O)C)OC (2-(3-(5-Chloro-2-methoxyphenyl)-4-(pyrazolo pyrimidine-3-carboxamido)-1H-pyrazol-1-yl)propanoic acid). RXN SMILES: FC(F)(F)C(O)=O.[Cl:8][C:9]1[CH:10]=[CH:11][C:12]([O:41][CH3:42])=[C:13]([C:15]2[C:19]([NH:20][C:21]([C:23]3[C:31]4[N:30]=[CH:29][N:28]=[CH:27][C:26]=4[NH:25][N:24]=3)=[O:22])=[CH:18][N:17]([CH:32]([CH3:40])[C:33]([O:35]C(C)(C)C)=[O:34])[N:16]=2)[CH:14]=1>ClCCl>[Cl:8][C:9]1[CH:10]=[CH:11][C:12]([O:41][CH3:42])=[C:13]([C:15]2[C:19]([NH:20][C:21]([C:23]3[C:31]4[N:30]=[CH:29][N:28]=[CH:27][C:26]=4[NH:25][N:24]=3)=[O:22])=[CH:18][N:17]([CH:32]([CH3:40])[C:33]([OH:35])=[O:34])[N:16]=2)[CH:14]=1. Procedure details: Trifluoroacetic acid (10 mL) was added dropwise to a solution of tert-butyl 2-(3-(5-chloro-2-methoxyphenyl)-4-(pyrazolo pyrimidine-3-carboxamido)-1H-pyrazol-1-yl)propanoate (0.945 g, 1.90 mmol, 1 equiv) in dichloromethane (10 mL). After 2 h, the reaction mixture was concentrated in vacuo to afford crude product (quantitative) which was used without further purification. LCMS (ESI): M+H=441.1. Reactants: C[C@@H]1CN(CCN1S(=O)(=O)C1=CC(=CC=C1)C(C(F)(F)F)(C)O)C1=C(C=C(C#N)C=C1)C(F)(F)F (4-((3R)-3-methyl-4-{[3-(2,2,2-trifluoro-1-hydroxy-1-methylethyl)phenyl]sulfonyl}piperazin-1-yl)-3-(trifluoromethyl)benzonitrile), [N-]=[N+]=[N-].[Na+] (NaN3). Procedure details: The compound of Example 29U, 4-((3R)-3-methyl-4-{[3-(2,2,2-trifluoro-1-hydroxy-1-methylethyl)phenyl]sulfonyl}piperazin-1-yl)-3-(trifluoromethyl)benzonitrile, was used as starting material to make the title compound. A mixture of 4-((3R)-3-methyl-4-{[3-(2,2,2-trifluoro-1-hydroxy-1-methylethyl)phenyl]sulfonyl}piperazin-1-yl)-3-(trifluoromethyl)benzonitrile (300 mg, 0.58 mmol), NaN3 (112.5 mg, 1.73 mmol), Et3NHCl (238.1 mg, 1.73 mmol) were charged to a microwave vial. Toluene (3 mL) was introduced ... Run in C1(=CC=CC=C1)C (Toluene). Yields the product FC(C(C)(O)C1=CC(=CC=C1)S(=O)(=O)N1[C@@H](CN(CC1)C1=C(C=C(C=C1)C1=NN=NN1)C(F)(F)F)C)(F)F (1,1,1-trifluoro-2-[3-({(2R)-2-methyl-4-[4-(1H-tetrazol-5-yl)-2-(trifluoromethyl)phenyl]piperazin-1-yl}sulfonyl)phenyl]propan-2-ol). RXN SMILES: [CH3:1][C@H:2]1[N:7]([S:8]([C:11]2[CH:16]=[CH:15][CH:14]=[C:13]([C:17]([OH:23])([CH3:22])[C:18]([F:21])([F:20])[F:19])[CH:12]=2)(=[O:10])=[O:9])[CH2:6][CH2:5][N:4]([C:24]2[CH:31]=[CH:30][C:27]([C:28]#[N:29])=[CH:26][C:25]=2[C:32]([F:35])([F:34])[F:33])[CH2:3]1.[N-:36]=[N+:37]=[N-:38].[Na+]>C1(C)C=CC=CC=1>[F:19][C:18]([F:21])([F:20])[C:17]([C:13]1[CH:14]=[CH:15][CH:16]=[C:11]([S:8]([N:7]2[CH2:6][CH2:5][N:4]([C:24]3[CH:31]=[CH:30][C:27]([C:28]4[NH:38][N:37]=[N:36][N:29]=4)=[CH:26][C:25]=3[C:32]([F:35])([F:33])[F:34])[CH2:3][C@H:2]2[CH3:1])(=[O:9])=[O:10])[CH:12]=1)([OH:23])[CH3:22] |f:1.2|. Run at temperature 100 celsius. Reaction SMILES: [CH3:1][O:2][C:3]([CH:4]([CH2:5][O:6][CH3:7])[NH:8][C:9](=[O:10])[O:11][CH2:12][c:13]1[cH:14][cH:15][cH:16][cH:17][cH:18]1)=[O:19].[CH3:26][OH:27].[K+:20].[K+:21].[O-:22][C:23]([O-:24])=[O:25]>>[O:2]=[C:3]([CH:4]([CH2:5][O:6][CH3:7])[NH:8][C:9](=[O:10])[O:11][CH2:12][c:13]1[cH:14][cH:15][cH:16][cH:17][cH:18]1)[OH:19]. The reactants are COCC(NC(=O)OCc1ccccc1)C(=O)OC, CO, [K+], [K+], O=C([O-])[O-]. Yields the product COCC(NC(=O)OCc1ccccc1)C(=O)O. Reactants: CCO, COC(=O)c1snnc1C1CC1, NN, O. The product is NNC(=O)c1snnc1C1CC1. As a reaction SMILES: [CH3:16][CH2:17][OH:18].[CH:4]1([c:7]2[n:8][n:9][s:10][c:11]2[C:12]([O:14][CH3:13])=[O:15])[CH2:5][CH2:6]1.[NH2:2][NH2:3].[OH2:1]>>[NH:2]([NH2:3])[C:12]([c:11]1[c:7]([CH:4]2[CH2:5][CH2:6]2)[n:8][n:9][s:10]1)=[O:14].